The task is: describe an organic reaction: reactants, conditions, products, and yield. This data is from the Open Reaction Database (ORD), a public repository of structured organic reaction records. Starting materials: C(#N)C=1C=C2C(C(=O)NC2=O)=CC1 (4-Cyanophthalimide), O.NN (hydrazine monohydrate). The solvent is C(C)O (ethanol). Conditions: time 5 hour. Yields the product C(#N)C=1C=C2C(NNC(C2=CC1)=O)=O (6-Cyano-2,3-dihydro-1,4-phthalazinedione). As a reaction SMILES: [C:1]([C:3]1[CH:4]=[C:5]2[C:10](=[O:11])[NH:9][C:7](=[O:8])[C:6]2=[CH:12][CH:13]=1)#[N:2].O.[NH2:15]N>C(O)C>[C:1]([C:3]1[CH:4]=[C:5]2[C:6](=[CH:12][CH:13]=1)[C:7](=[O:8])[NH:15][NH:9][C:10]2=[O:11])#[N:2] |f:1.2|. Procedure: 4-Cyanophthalimide (80 g) was suspended in 1000 ml of ethanol, followed by the addition of 25 ml of hydrazine monohydrate. The obtained mixture was stirred at room temperature for 5 hours. The reactants are BrCCOC1=CC(=CC(=C1)S(=O)(=O)C)Cl (1-(2-bromoethoxy)-3-chloro-5-methylsulfonyl-benzene), Cl (hydrochloric acid), C(CC)N (propane-1-amine), amine. The solvent is C(C)O (ethanol). The product is ClC=1C=C(OCCNCCC)C=C(C1)S(=O)(=O)C (N-[2-(3-CHLORO-5-METHYLSULFONYL-PHENOXY)ETHYL]PROPAN-1-AMINE). Reaction SMILES: Br[CH2:2][CH2:3][O:4][C:5]1[CH:10]=[C:9]([S:11]([CH3:14])(=[O:13])=[O:12])[CH:8]=[C:7]([Cl:15])[CH:6]=1.[CH2:16]([NH2:19])[CH2:17][CH3:18].Cl>C(O)C>[Cl:15][C:7]1[CH:6]=[C:5]([CH:10]=[C:9]([S:11]([CH3:14])(=[O:13])=[O:12])[CH:8]=1)[O:4][CH2:3][CH2:2][NH:19][CH2:16][CH2:17][CH3:18]. Procedure: Preparation according to Example 1 but performed in one portion: 1-(2-bromoethoxy)-3-chloro-5-methylsulfonyl-benzene (0.5 g, 1.59 mmol) and propane-1-amine (1.04 ml, 12.76 mmol) in ethanol (5 ml). Yield: 368 mg (79.1%). The amine was converted to the hydrochloric acid salt and re-crystallized from ethanol/diethyl ether: M.p. 195-197° C. MS m/z (relative intensity, 70 eV) 291 (M+, 1), 264 (8), 262 (22), 73 (9), 72 (bp). As a reaction SMILES: [ClH:44].[NH3:43].[O:45]1[CH2:46][CH2:47][CH2:48][CH2:49]1.[o:1]1[c:2](-[c:6]2[o:7][c:8]([CH3:42])[c:9]([CH2:11][O:12][c:13]3[c:14]([O:40][CH3:41])[cH:15][c:16]([CH2:19][CH2:20][CH2:21][CH:22]([C:23](=[O:24])[O:25][CH3:26])[O:27][C:28]([O:30][c:29]4[cH:31][cH:32][c:33]([N+:34]([O-:35])=[O:36])[cH:37][cH:38]4)=[O:39])[cH:17][cH:18]3)[n:10]2)[cH:3][cH:4][cH:5]1>>[o:1]1[c:2](-[c:6]2[o:7][c:8]([CH3:42])[c:9]([CH2:11][O:12][c:13]3[c:14]([O:40][CH3:41])[cH:15][c:16]([CH2:19][CH2:20][CH2:21][CH:22]([C:23](=[O:24])[O:25][CH3:26])[O:27][C:28](=[O:30])[NH2:43])[cH:17][cH:18]3)[n:10]2)[cH:3][cH:4][cH:5]1. Yields the product COC(=O)C(CCCc1ccc(OCc2nc(-c3ccco3)oc2C)c(OC)c1)OC(N)=O. Reactants: Cl, N, C1CCOC1, COC(=O)C(CCCc1ccc(OCc2nc(-c3ccco3)oc2C)c(OC)c1)OC(=O)Oc1ccc([N+](=O)[O-])cc1.